This data is from the Open Reaction Database (ORD), a public repository of structured organic reaction records. The task is: describe an organic reaction: reactants, conditions, products, and yield The reactants are CC(C)(C)OC(N1[C@H](COC1(C)C)C=O)=O, CC1=CN=C(C=C1)N, [C-]#[N+]C1CCCCC1. The reagents and catalysts are O=C(O)C(F)(F)F (trifluoroacetic acid). Run in CC(C)O (isopropyl alcohol), CC(C)O (isopropylalcohol). Run at temperature 22 celsius, time 20 hour. Yields the product Cc1ccc2nc(c(NC3CCCCC3)n2c1)[C@H]1COC(C)(C)N1C(=O)OC(C)(C)C. Yield: 0.0%. Reaction SMILES: CC1=CC=C(N)N=C1.[C-]#[N+]C1CCCCC1.CC(C)(C)OC(=O)N1[C@H](COC1(C)C)C=O>>CC1=CN2C(C=C1)=NC([C@H]1COC(C)(C)N1C(=O)OC(C)(C)C)=C2NC1CCCCC1. Reactants: BrC(Br)(Br)Br, ClCCl, CCOc1cc(C(F)(F)F)ccc1C1=NC(c2ccc(Cl)cc2)C(c2ccc(Cl)cc2)N1C(=O)N1CCC(CO)CC1, O, c1ccc(P(c2ccccc2)c2ccccc2)cc1. Product: CCOc1cc(C(F)(F)F)ccc1C1=NC(c2ccc(Cl)cc2)C(c2ccc(Cl)cc2)N1C(=O)N1CCC(CBr)CC1. Reaction SMILES: [C:43]([Br:44])([Br:45])([Br:46])[Br:47].[CH2:67]([Cl:68])[Cl:69].[Cl:1][c:2]1[cH:3][cH:4][c:5]([CH:8]2[N:9]=[C:10]([c:30]3[c:31]([O:40][CH2:41][CH3:42])[cH:32][c:33]([C:36]([F:37])([F:38])[F:39])[cH:34][cH:35]3)[N:11]([C:20](=[O:21])[N:22]3[CH2:23][CH2:24][CH:25]([CH2:28][OH:29])[CH2:26][CH2:27]3)[CH:12]2[c:13]2[cH:14][cH:15][c:16]([Cl:19])[cH:17][cH:18]2)[cH:6][cH:7]1.[OH2:70].[c:48]1([P:49]([c:50]2[cH:51][cH:52][cH:53][cH:54][cH:55]2)[c:56]2[cH:57][cH:58][cH:59][cH:60][cH:61]2)[cH:62][cH:63][cH:64][cH:65][cH:66]1>>[Cl:1][c:2]1[cH:3][cH:4][c:5]([CH:8]2[N:9]=[C:10]([c:30]3[c:31]([O:40][CH2:41][CH3:42])[cH:32][c:33]([C:36]([F:37])([F:38])[F:39])[cH:34][cH:35]3)[N:11]([C:20](=[O:21])[N:22]3[CH2:23][CH2:24][CH:25]([CH2:28][Br:44])[CH2:26][CH2:27]3)[CH:12]2[c:13]2[cH:14][cH:15][c:16]([Cl:19])[cH:17][cH:18]2)[cH:6][cH:7]1.